This data is from the Open Reaction Database (ORD), a public repository of structured organic reaction records. The task is: describe an organic reaction: reactants, conditions, products, and yield Starting materials: FC1=CC=C(C=C1)SC1=CC=C(C=C1)C1=NNC=C1 (3-[4-(4-fluorophenylthio)phenyl]-1H-pyrazole), [O-]C#N.[Na+] (sodium cyanate). Solvent: C(C)(=O)O (acetic acid), O (water), CCOC(=O)C (EtOAc). Conditions: time 8 hour. The product is FC1=CC=C(C=C1)SC1=CC=C(C=C1)C1=NN(C=C1)C(=O)N (3-[4-(4-Fluorophenylthio)phenyl]-1H-pyrazole-1-carboxamide). The yield is 66.9%. As a reaction SMILES: [F:1][C:2]1[CH:7]=[CH:6][C:5]([S:8][C:9]2[CH:14]=[CH:13][C:12]([C:15]3[CH:19]=[CH:18][NH:17][N:16]=3)=[CH:11][CH:10]=2)=[CH:4][CH:3]=1.[O-:20][C:21]#[N:22].[Na+]>C(O)(=O)C.O.CCOC(C)=O>[F:1][C:2]1[CH:3]=[CH:4][C:5]([S:8][C:9]2[CH:14]=[CH:13][C:12]([C:15]3[CH:19]=[CH:18][N:17]([C:21]([NH2:22])=[O:20])[N:16]=3)=[CH:11][CH:10]=2)=[CH:6][CH:7]=1 |f:1.2|. Procedure: A solution of 3-[4-(4-fluorophenylthio)phenyl]-1H-pyrazole (85 mg, 0.31 mmol) in 1.5 mL glacial acetic acid was treated with a solution of sodium cyanate (31 mg, 0.47 mmol) in 0.5 mL of water. The resulting white suspension was stirred at room temperature overnight. The suspension was then diluted with 10 mL of EtOAc, resulting in a yellow solution which was washed with water and sat. NaHCO3 solution, dried over Na2SO4 and evaporated. The residue was trituated with 3 mL of 25% EtOAc/hexane. The ... The reactants are ClC1=C(C=C(N)C=C1)C1=NC=CC=C1 (4-chloro-3-(pyridin-2-yl)aniline), OCCCS(=O)(=O)C1=CC=C(C(=O)O)C=C1 (4-(3-hydroxypropylsulfonyl)benzoic acid). The product is ClC1=C(C=C(C=C1)NC(C1=CC=C(C=C1)S(=O)(=O)CCCO)=O)C1=NC=CC=C1 (N-(4-chloro-3-(pyridin-2-yl)phenyl)-4-(3-hydroxypropylsulfonyl)benzamide). Reaction SMILES: [Cl:1][C:2]1[CH:8]=[CH:7][C:5]([NH2:6])=[CH:4][C:3]=1[C:9]1[CH:14]=[CH:13][CH:12]=[CH:11][N:10]=1.[OH:15][CH2:16][CH2:17][CH2:18][S:19]([C:22]1[CH:30]=[CH:29][C:25]([C:26](O)=[O:27])=[CH:24][CH:23]=1)(=[O:21])=[O:20]>>[Cl:1][C:2]1[CH:8]=[CH:7][C:5]([NH:6][C:26](=[O:27])[C:25]2[CH:24]=[CH:23][C:22]([S:19]([CH2:18][CH2:17][CH2:16][OH:15])(=[O:21])=[O:20])=[CH:30][CH:29]=2)=[CH:4][C:3]=1[C:9]1[CH:14]=[CH:13][CH:12]=[CH:11][N:10]=1. Reported procedure: 5 g of 4-fluorobenzonitrile was used in Procedure Q with 3-mercapto-1-propanol to afford 4-(3-hydroxypropylthio)benzonitrile. 1.8 g of 4-(3-hydroxypropylthio)benzonitrile was reacted via Procedure T to give 4-(3-hydroxypropylthio)benzoic acid. 1.2 g of 4-(3-hydroxypropylthio)benzoic acid was reacted via Procedure R to give 4-(3-hydroxypropylsulfonyl)benzoic acid. 50 mg of 4-chloro-3-(pyridin-2-yl)aniline was coupled to 4-(3-hydroxypropylsulfonyl)benzoic acid via Procedure G. The product was puri... The reactants are ClC1=C(C#N)C=CC(=C1C=O)F (2-chloro-4-fluoro-3-formylbenzonitrile), [BH4-].[Na+] (sodium borohydride), O (Water). The solvent is CO (methanol). Run at time 30 minute. Yields the product ClC1=C(C#N)C=CC(=C1CO)F (2-chloro-4-fluoro-3-(hydroxymethyl)benzonitrile). The yield is 67.6%. As a reaction SMILES: [Cl:1][C:2]1[C:9]([CH:10]=[O:11])=[C:8]([F:12])[CH:7]=[CH:6][C:3]=1[C:4]#[N:5].[BH4-].[Na+].O>CO>[Cl:1][C:2]1[C:9]([CH2:10][OH:11])=[C:8]([F:12])[CH:7]=[CH:6][C:3]=1[C:4]#[N:5] |f:1.2|. Reported procedure: To a solution (10 mL) of 2-chloro-4-fluoro-3-formylbenzonitrile (600 mg) in methanol was added sodium borohydride (136 mg) under ice-cooling, and the mixture was stirred at room temperature for 30 min. Water was added to the reaction mixture, and the mixture was extracted with ethyl acetate. The extract was washed with saturated brine, dried over anhydrous sodium sulfate and concentrated under reduced pressure. The residue was crystallized from hexane-isopropyl ether to give the title compound a... Starting materials: NC(=O)N (urea), ( 85 ), IC=1C=CC(=NC1)N (5-iodo-pyridin-2-ylamine), C(C)N=C=O (ethylisocyanate). Solvent: N1=CC=CC=C1 (pyridine). Reaction conditions: time 72 hour. Product: C(C)NC(=O)NC1=NC=C(C=C1)I (1-ethyl-3-(5-iodo-pyridin-2-yl)-urea). The yield is 92.3%. RXN SMILES: NC(N)=O.[I:5][C:6]1[CH:7]=[CH:8][C:9]([NH2:12])=[N:10][CH:11]=1.[CH2:13]([N:15]=[C:16]=[O:17])[CH3:14]>N1C=CC=CC=1>[CH2:13]([NH:15][C:16]([NH:12][C:9]1[CH:8]=[CH:7][C:6]([I:5])=[CH:11][N:10]=1)=[O:17])[CH3:14]. Procedure: Step-1. 5-tributylstannanyl-pyridin-2-yl)-urea. (85) To 5-iodo-pyridin-2-ylamine (0.5 g, 2.27 mmol) in pyridine (2.5 mL) was added ethylisocyanate (0.24 g, 3.4 mmol)). The reaction mixture was stirred at room temperature for 72 h, concentrated. Water (40 mL) was added, stirred for 0.5 h, filtered, washed with water, dried to afford 0.61 g (92%) of 1-ethyl-3-(5-iodo-pyridin-2-yl)-urea, MR-66, as white solid. To MR-66 (0.5 g, 1.72 mmol) and bis-tributyltin (5.6 g, 9.64 mmol) in dioxane (25 mL) was... The reactants are OC1=C(C(=O)C2=C(C=CC=C2)O)C=CC=C1 (2,2'-dihydroxybenzophenone), N1=CC=CC=C1 (pyridine), C(C)(C)(C)N=NC(CCC(=O)Cl)(C)C#N (4-t-butylazo-4-cyanovaleryl chloride). Run in O (water), CCOCC (ether), CCCCC (pentane). Reaction conditions: time 0.5 hour. The product is C(C)(C)(C)N=NC(CCC(=O)OC1=C(C(=O)C2=C(C=CC=C2)O)C=CC=C1)(C)C#N (2-(4-t-butylazo-4-cyanovaleryloxy)-2'-hydroxybenzophenone). The yield is 71.2%. RXN SMILES: [OH:1][C:2]1[CH:16]=[CH:15][CH:14]=[CH:13][C:3]=1[C:4]([C:6]1[CH:11]=[CH:10][CH:9]=[CH:8][C:7]=1[OH:12])=[O:5].N1C=CC=CC=1.[C:23]([N:27]=[N:28][C:29]([C:36]#[N:37])([CH3:35])[CH2:30][CH2:31][C:32](Cl)=[O:33])([CH3:26])([CH3:25])[CH3:24]>CCOCC.O.CCCCC>[C:23]([N:27]=[N:28][C:29]([C:36]#[N:37])([CH3:35])[CH2:30][CH2:31][C:32]([O:1][C:2]1[CH:16]=[CH:15][CH:14]=[CH:13][C:3]=1[C:4]([C:6]1[CH:11]=[CH:10][CH:9]=[CH:8][C:7]=1[OH:12])=[O:5])=[O:33])([CH3:26])([CH3:24])[CH3:25]. Procedure: To a solution of 4.68 g. (0.0218 m) of 2,2'-dihydroxybenzophenone and 2.5 ml of pyridine in 30 ml of ether in a 4 neck 100 ml round bottom flask equipped with a thermometer, condenser and magnetic stirring bar was added 5.0 g. (0.0218 m) of 4-t-butylazo-4-cyanovaleryl chloride dropwise with cooling so the temperature did not rise above 25° C. After completion of the addition the reaction mixture was stirred 1/2 hour at room temperature and then diluted with 100 ml of water. The ether layer was s... Starting materials: Cc1ccc(S(=O)(=O)n2ccc3c(B4OC(C)(C)C(C)(C)O4)ccnc32)cc1, COCCOC, CC1COCCN1c1cc(C2(S(C)(=N)=O)CC2)nc(Cl)n1, [Na+], [Na+], O=C([O-])[O-], O, Cl[Pd]Cl, c1ccc(P(c2ccccc2)c2ccccc2)cc1, c1ccc(P(c2ccccc2)c2ccccc2)cc1. The product is Cc1ccc(S(=O)(=O)n2ccc3c(-c4nc(N5CCOCC5C)cc(C5(S(C)(=N)=O)CC5)n4)ccnc32)cc1. RXN SMILES: [CH3:28][C:29]1([CH3:30])[C:31]([CH3:32])([CH3:33])[O:34][B:35]([c:36]2[c:37]3[c:38]([n:39][cH:40][cH:41]2)[n:42]([S:45](=[O:46])(=[O:47])[c:48]2[cH:49][cH:50][c:51]([CH3:52])[cH:53][cH:54]2)[cH:43][cH:44]3)[O:55]1.[CH3:56][O:57][CH2:58][CH2:59][O:60][CH3:61].[Cl:1][c:2]1[n:3][c:4]([C:15]2([S:18](=[O:19])(=[NH:20])[CH3:21])[CH2:16][CH2:17]2)[cH:5][c:6]([N:8]2[CH:9]([CH3:14])[CH2:10][O:11][CH2:12][CH2:13]2)[n:7]1.[Na+:22].[Na+:23].[O-:24][C:25](=[O:26])[O-:27].[OH2:62].[Pd:63]([Cl:64])[Cl:65].[c:66]1([P:67]([c:68]2[cH:69][cH:70][cH:71][cH:72][cH:73]2)[c:74]2[cH:75][cH:76][cH:77][cH:78][cH:79]2)[cH:80][cH:81][cH:82][cH:83][cH:84]1.[c:85]1([P:86]([c:87]2[cH:88][cH:89][cH:90][cH:91][cH:92]2)[c:93]2[cH:94][cH:95][cH:96][cH:97][cH:98]2)[cH:99][cH:100][cH:101][cH:102][cH:103]1>>[c:2]1(-[c:36]2[c:37]3[c:38]([n:39][cH:40][cH:41]2)[n:42]([S:45](=[O:46])(=[O:47])[c:48]2[cH:49][cH:50][c:51]([CH3:52])[cH:53][cH:54]2)[cH:43][cH:44]3)[n:3][c:4]([C:15]2([S:18](=[O:19])(=[NH:20])[CH3:21])[CH2:16][CH2:17]2)[cH:5][c:6]([N:8]2[CH:9]([CH3:14])[CH2:10][O:11][CH2:12][CH2:13]2)[n:7]1.